Task: describe an organic reaction: reactants, conditions, products, and yield. Dataset: the Open Reaction Database (ORD), a public repository of structured organic reaction records Starting materials: CC(C)(C)[SiH2]OC(C)(C)c1onc(-c2ccccc2)c1CO, C1CCOC1, COC(=O)c1ccc(Cl)nc1, [H-], [Na+]. Yields the product COC(=O)c1ccc(OCc2c(-c3ccccc3)noc2C(C)(C)O[SiH2]C(C)(C)C)nc1. As a reaction SMILES: [C:1]([CH3:2])([CH3:3])([CH3:4])[SiH2:5][O:6][C:7]([c:8]1[c:9]([CH2:19][OH:20])[c:10](-[c:13]2[cH:14][cH:15][cH:16][cH:17][cH:18]2)[n:11][o:12]1)([CH3:21])[CH3:22].[CH2:36]1[O:37][CH2:38][CH2:39][CH2:40]1.[Cl:25][c:26]1[n:27][cH:28][c:29]([C:30](=[O:31])[O:32][CH3:33])[cH:34][cH:35]1.[H-:23].[Na+:24]>>[C:1]([CH3:2])([CH3:3])([CH3:4])[SiH2:5][O:6][C:7]([c:8]1[c:9]([CH2:19][O:20][c:26]2[n:27][cH:28][c:29]([C:30](=[O:31])[O:32][CH3:33])[cH:34][cH:35]2)[c:10](-[c:13]2[cH:14][cH:15][cH:16][cH:17][cH:18]2)[n:11][o:12]1)([CH3:21])[CH3:22].